Dataset: the Open Reaction Database (ORD), a public repository of structured organic reaction records. Task: describe an organic reaction: reactants, conditions, products, and yield Starting materials: [Al+3], O=C(Br)CBr, Cc1ccc(-c2ccccc2)cc1, CO, CC(C)=O, CC(=O)O, [Cl-], [Cl-], [Cl-], S=C=S. Yields the product Cc1ccc(-c2ccc(C(=O)CBr)cc2)cc1. As a reaction SMILES: [Al+3:18].[Br:21][CH2:22][C:23](=[O:24])[Br:25].[CH3:1][c:2]1[cH:3][cH:4][c:5](-[c:8]2[cH:9][cH:10][cH:11][cH:12][cH:13]2)[cH:6][cH:7]1.[CH3:26][OH:27].[CH3:28][C:29](=[O:30])[CH3:31].[CH3:32][C:33](=[O:34])[OH:35].[Cl-:17].[Cl-:19].[Cl-:20].[S:14]=[C:15]=[S:16]>>[CH3:1][c:2]1[cH:3][cH:4][c:5](-[c:8]2[cH:9][cH:10][c:11]([C:23]([CH2:22][Br:21])=[O:24])[cH:12][cH:13]2)[cH:6][cH:7]1. Starting materials: C[Mg]Br (Methylmagnesium bromide), FC(C=1C=C(CN(C(OC)=O)CC2=C(C=CC(=C2)C(F)(F)F)C2=C(C=CC(=C2)C=O)OC)C=C(C1)C(F)(F)F)(F)F (methyl [3,5-bis(trifluoromethyl)benzyl]{[5′-formyl-2′-methoxy-4-(trifluoromethyl)biphenyl-2-yl]methyl}carbamate), [Cl-].[NH4+] (ammonium chloride). Solvent: O1CCCC1 (tetrahydrofuran). Product: FC(C=1C=C(CN(C(OC)=O)CC2=C(C=CC(=C2)C(F)(F)F)C2=C(C=CC(=C2)C(C)O)OC)C=C(C1)C(F)(F)F)(F)F (Methyl [3,5-bis(trifluoromethyl)benzyl]{[5′-(1-hydroxyethyl)-2′-methoxy-4-(trifluoromethyl)biphenyl-2-yl]methyl}carbamate). As a reaction SMILES: [CH3:1][Mg]Br.[F:4][C:5]([F:44])([F:43])[C:6]1[CH:7]=[C:8]([CH:36]=[C:37]([C:39]([F:42])([F:41])[F:40])[CH:38]=1)[CH2:9][N:10]([CH2:15][C:16]1[CH:21]=[C:20]([C:22]([F:25])([F:24])[F:23])[CH:19]=[CH:18][C:17]=1[C:26]1[CH:31]=[C:30]([CH:32]=[O:33])[CH:29]=[CH:28][C:27]=1[O:34][CH3:35])[C:11](=[O:14])[O:12][CH3:13].[Cl-].[NH4+]>O1CCCC1>[F:4][C:5]([F:43])([F:44])[C:6]1[CH:7]=[C:8]([CH:36]=[C:37]([C:39]([F:40])([F:42])[F:41])[CH:38]=1)[CH2:9][N:10]([CH2:15][C:16]1[CH:21]=[C:20]([C:22]([F:25])([F:24])[F:23])[CH:19]=[CH:18][C:17]=1[C:26]1[CH:31]=[C:30]([CH:32]([OH:33])[CH3:1])[CH:29]=[CH:28][C:27]=1[O:34][CH3:35])[C:11](=[O:14])[O:12][CH3:13] |f:2.3|. Procedure: Methylmagnesium bromide (0.59 mL, 0.83 mmol) was added dropwise to a solution of methyl [3,5-bis(trifluoromethyl)benzyl]{[5′-formyl-2′-methoxy-4-(trifluoromethyl)biphenyl-2-yl]methyl}carbamate (Example 73, 289 mg, 0.49 mmol) in anhydrous tetrahydrofuran at 0° C. The solution was allowed to warm to room temperature. Once the reaction was complete, saturated ammonium chloride solution was added to quench the reaction. The mixture was extracted with methylene chloride, washed with brine, dried over... Reactants: ClC=1C=C(C=CC1[N+](=O)[O-])C(C)=O (3'-chloro-4'-nitroacetophenone), C1(=CC=CC=C1)O (phenol), C([O-])([O-])=O.[K+].[K+] (potassium carbonate). The solvent is C=1(C(=CC=CC1)C)C (xylene). The product is [N+](=O)([O-])C1=C(C=C(C=C1)C(C)=O)OC1=CC=CC=C1 (4'-nitro-3'-phenoxyacetophenone). The yield is 44.0%. As a reaction SMILES: Cl[C:2]1[CH:3]=[C:4]([C:11](=[O:13])[CH3:12])[CH:5]=[CH:6][C:7]=1[N+:8]([O-:10])=[O:9].[C:14]1([OH:20])[CH:19]=[CH:18][CH:17]=[CH:16][CH:15]=1.C(=O)([O-])[O-].[K+].[K+]>C1(C)C(C)=CC=CC=1>[N+:8]([C:7]1[CH:6]=[CH:5][C:4]([C:11](=[O:13])[CH3:12])=[CH:3][C:2]=1[O:20][C:14]1[CH:19]=[CH:18][CH:17]=[CH:16][CH:15]=1)([O-:10])=[O:9] |f:2.3.4|. Reported procedure: A mixture of 3'-chloro-4'-nitroacetophenone (3.0 g), phenol (2.5 g), and potassium carbonate (4.0 g) in xylene (70 ml) was refluxed for 8 hours. The insoluble was filtered off and the filtrate was concentrated under reduced pressure. The oily residue (2.7 g) was subjected to column chromatography on silica gel (70 g) eluting with toluene. The fractions containing the desired compound were combined and concentrated under reduced pressure to give crystals of 4'-nitro-3'-phenoxyacetophenone (1.7 g)...